From a dataset of the Open Reaction Database (ORD), a public repository of structured organic reaction records. describe an organic reaction: reactants, conditions, products, and yield The reactants are CCN(CC)CCCOc1ccc(N)cn1, CN(C)c1ccncc1, [Cl-], ClCCl, [Na+], [Na+], [Na+], O=C([O-])[O-], O=C(O)c1n[nH]c2c1C(=O)CCC2, CN(C)C=O. Yields the product CCN(CC)CCCOc1ccc(NC(=O)c2n[nH]c3c2C(=O)CCC3)cn1. RXN SMILES: [CH2:14]([CH3:15])[N:16]([CH2:17][CH2:18][CH2:19][O:20][c:21]1[cH:22][cH:23][c:24]([NH2:27])[cH:25][n:26]1)[CH2:28][CH3:29].[CH3:38][N:39]([c:40]1[cH:41][cH:42][n:43][cH:44][cH:45]1)[CH3:46].[Cl-:30].[Cl:47][CH2:48][Cl:49].[Na+:31].[Na+:32].[Na+:33].[O-:34][C:35](=[O:36])[O-:37].[O:1]=[C:2]1[c:3]2[c:4]([C:11](=[O:12])[OH:13])[n:5][nH:6][c:7]2[CH2:8][CH2:9][CH2:10]1.[O:50]=[CH:51][N:52]([CH3:53])[CH3:54]>>[O:1]=[C:2]1[c:3]2[c:4]([C:11](=[O:13])[NH:27][c:24]3[cH:23][cH:22][c:21]([O:20][CH2:19][CH2:18][CH2:17][N:16]([CH2:14][CH3:15])[CH2:28][CH3:29])[n:26][cH:25]3)[n:5][nH:6][c:7]2[CH2:8][CH2:9][CH2:10]1.